From a dataset of the Open Reaction Database (ORD), a public repository of structured organic reaction records. describe an organic reaction: reactants, conditions, products, and yield The reactants are CN1CCCCC1, COc1ccc(C(C)N)cc1, CC=C(NC(=O)OC(C)C)C(=O)O, ClCCl, CC(C)COC(=O)Cl. Yields the product CC=C(NC(=O)OC(C)C)C(=O)NC(C)c1ccc(OC)cc1. As a reaction SMILES: [CH3:1][N:2]1[CH2:3][CH2:4][CH2:5][CH2:6][CH2:7]1.[CH3:29][O:30][c:31]1[cH:32][cH:33][c:34]([CH:37]([CH3:38])[NH2:39])[cH:35][cH:36]1.[CH:16]([CH3:17])([CH3:18])[O:19][C:20](=[O:21])[NH:22][C:23]([C:24](=[O:25])[OH:26])=[CH:27][CH3:28].[Cl:40][CH2:41][Cl:42].[Cl:8][C:9]([O:10][CH2:11][CH:12]([CH3:13])[CH3:14])=[O:15]>>[CH:16]([CH3:17])([CH3:18])[O:19][C:20](=[O:21])[NH:22][C:23]([C:24](=[O:26])[NH:39][CH:37]([c:34]1[cH:33][cH:32][c:31]([O:30][CH3:29])[cH:36][cH:35]1)[CH3:38])=[CH:27][CH3:28]. Starting materials: CS(=O)(=O)C1=CC=C(C=N1)OC=1C=C2C=C(NC2=CC1)C=1SC(CN1)CC(=O)O ([2-(5-{[6-(methylsulfonyl)pyridin-3-yl]oxy}-1H-indol-2-yl)-4,5-dihydro-1,3-thiazol-5-yl]acetic acid), O.ON1N=NC2=C1C=CC=C2 (1-hydroxybenzotriazole monohydrate), Cl.C(C)N=C=NCCCN(C)C (1-ethyl-3-(3-dimethylaminopropyl)carbodiimide hydrochloride), O1CCCC1.C(C)N (ethylamine tetrahydrofuran). Solvent: CCCCCC (hexane), CO (methanol), O (Water), C(C)(=O)OCC (ethyl acetate), CN(C=O)C (N,N-dimethylformamide). Run at time 15 hour. The product is C(C)NC(CC1CN=C(S1)C=1NC2=CC=C(C=C2C1)OC=1C=NC(=CC1)S(=O)(=O)C)=O (N-Ethyl-2-[2-(5-{[6-(methylsulfonyl)pyridin-3-yl]oxy}-1H-indol-2-yl)-4,5-dihydro-1,3-thiazol-5-yl]acetamide). The yield is 55.8%. Reaction SMILES: [CH3:1][S:2]([C:5]1[N:10]=[CH:9][C:8]([O:11][C:12]2[CH:13]=[C:14]3[C:18](=[CH:19][CH:20]=2)[NH:17][C:16]([C:21]2[S:22][CH:23]([CH2:26][C:27](O)=[O:28])[CH2:24][N:25]=2)=[CH:15]3)=[CH:7][CH:6]=1)(=[O:4])=[O:3].O.O[N:32]1[C:36]2C=CC=C[C:35]=2N=N1.Cl.C(N=C=NCCCN(C)C)C.O1CCCC1.C(N)C>CN(C)C=O.CCCCCC.C(OCC)(=O)C.CO.O>[CH2:36]([NH:32][C:27](=[O:28])[CH2:26][CH:23]1[S:22][C:21]([C:16]2[NH:17][C:18]3[C:14]([CH:15]=2)=[CH:13][C:12]([O:11][C:8]2[CH:9]=[N:10][C:5]([S:2]([CH3:1])(=[O:4])=[O:3])=[CH:6][CH:7]=2)=[CH:20][CH:19]=3)=[N:25][CH2:24]1)[CH3:35] |f:1.2,3.4,5.6|. Procedure details: To a solution of [2-(5-{[6-(methylsulfonyl)pyridin-3-yl]oxy}-1H-indol-2-yl)-4,5-dihydro-1,3-thiazol-5-yl]acetic acid (150 mg) in N,N-dimethylformamide (5 mL) were added 1-hydroxybenzotriazole monohydrate (80 mg), 1-ethyl-3-(3-dimethylaminopropyl)carbodiimide hydrochloride (100 mg), and 2M ethylamine tetrahydrofuran solution (0.35 mL), and the mixture was stirred at room temperature for 15 hr. Water was added to the reaction mixture, and the mixture was extracted with ethyl acetate. The organic l...